Task: describe an organic reaction: reactants, conditions, products, and yield. Dataset: the Open Reaction Database (ORD), a public repository of structured organic reaction records The reactants are FC1=CC2=C(OC(OC2)(C)C)C(=C1)OCC1=CC=CC=C1 (6-fluoro-2,2-dimethyl-8-[(phenylmethyl)oxy]-4H-1,3-benzodioxine), Cl (HCl). Solvent: C(C)O (ethanol). Conditions: temperature 85 celsius, time 20 minute. Product: FC1=CC(=C(C(=C1)OCC1=CC=CC=C1)O)CO (4-Fluoro-2-(hydroxymethyl)-6-[(phenylmethyl)oxy]phenol). Reaction SMILES: [F:1][C:2]1[CH:13]=[C:12]([O:14][CH2:15][C:16]2[CH:21]=[CH:20][CH:19]=[CH:18][CH:17]=2)[C:5]2[O:6]C(C)(C)[O:8][CH2:9][C:4]=2[CH:3]=1.Cl>C(O)C>[F:1][C:2]1[CH:13]=[C:12]([O:14][CH2:15][C:16]2[CH:21]=[CH:20][CH:19]=[CH:18][CH:17]=2)[C:5]([OH:6])=[C:4]([CH2:9][OH:8])[CH:3]=1. Procedure: To 6-fluoro-2,2-dimethyl-8-[(phenylmethyl)oxy]-4H-1,3-benzodioxine (9.9 g, 34.3 mmol) was added ethanol (50 mL) and 4 N HCl (aq) (50 mL). The mixture began as a suspension but became homogeneous while stirring for 20 min at 85° C. After cooling to rt, the ethanol was removed in vacuo, and the resulting aqueous mixture was extracted twice with ethyl acetate. The organic extracts were combined, dried over magnesium sulfate, filtered, and concentrated in vacuo. 4-Fluoro-2-(hydroxymethyl)-6-[(phenyl... The reactants are C(C)(C)(C)OC(N[C@H]1[C@@H](CCCC1)OCC1=CC=CC=C1)=O ((1R,2R) (2-benzyloxycyclohexyl) carbamic acid tert-butyl ester), C(C)(=O)OCC (ethyl acetate). Reagents/catalysts: [Pd] (Pd—C). The solvent is CO (methanol). Reaction conditions: time 4 hour. The product is C(C)(C)(C)OC(N[C@H]1[C@@H](CCCC1)O)=O ((1R,2R) (2-Hydroxycyclohexyl)-carbamic acid tert-butyl ester). The yield is 94.9%. Reaction SMILES: [C:1]([O:5][C:6](=[O:22])[NH:7][C@@H:8]1[CH2:13][CH2:12][CH2:11][CH2:10][C@H:9]1[O:14]CC1C=CC=CC=1)([CH3:4])([CH3:3])[CH3:2].C(OCC)(=O)C>[Pd].CO>[C:1]([O:5][C:6](=[O:22])[NH:7][C@@H:8]1[CH2:13][CH2:12][CH2:11][CH2:10][C@H:9]1[OH:14])([CH3:4])([CH3:2])[CH3:3]. Procedure details: To a solution of (1R,2R) (2-benzyloxycyclohexyl) carbamic acid tert-butyl ester (7 g, 23 mmoles) in a 9:1 mixture of ethyl acetate and methanol (80 mL), 10% Pd—C (1.13 g) was added and hydrogenated at 35 psi for 4 h. The catalyst was removed by filtration through a celite pad. The filtrate was concentrated to give the title compound as an oil (4.7 g, 95%). MS: (M+1): 215.95